From a dataset of the Open Reaction Database (ORD), a public repository of structured organic reaction records. describe an organic reaction: reactants, conditions, products, and yield Reactants: C1(=CC=CC=C1)P(C1=CC=CC=C1)C1=CC=CC=C1 (Triphenylphosphine), N(=NC(=O)OCC)C(=O)OCC (Diethyl azodicarboxylate), C=1C=CC(=CC1)P(=O)(C=2C=CC=CC2)N=[N+]=[N-] (DPPA), O[C@@H]1[C@H](CCCC1)NC(OC(C)(C)C)=O (tert-butyl ((1S,2S)-2-hydroxycyclohexyl)carbamate). The solvent is C1CCOC1 (THF). Run at time 1 hour. Product: N[C@H]1[C@H](CCCC1)NC(OC(C)(C)C)=O (tert-butyl ((1S,2R)-2-aminocyclohexyl)carbamate). Isolated yield 52.6%. As a reaction SMILES: C1(P(C2C=CC=CC=2)C2C=CC=CC=2)C=CC=CC=1.O[C@H:21]1[CH2:26][CH2:25][CH2:24][CH2:23][C@@H:22]1[NH:27][C:28](=[O:34])[O:29][C:30]([CH3:33])([CH3:32])[CH3:31].[N:35](C(OCC)=O)=NC(OCC)=O.C1C=CC(P(N=[N+]=[N-])(C2C=CC=CC=2)=O)=CC=1>C1COCC1>[NH2:35][C@@H:21]1[CH2:26][CH2:25][CH2:24][CH2:23][C@@H:22]1[NH:27][C:28](=[O:34])[O:29][C:30]([CH3:33])([CH3:32])[CH3:31]. Procedure details: Triphenylphosphine (14.3 g) was added to a THF (190 ml) solution containing tert-butyl ((1S,2S)-2-hydroxycyclohexyl)carbamate (10.0 g), followed by ice cooling. Diethyl azodicarboxylate (40% in toluene) (24.3 g) and DPPA (15.3 g) were added dropwise to the reaction solution, followed by stirring at room temperature for 1 hour. The reaction solution was left overnight. The solvent was distilled away under reduced pressure. Water was added and then a 20% sodium hydroxide aqueous solution was added... Starting materials: C(C)(C)(C)OC(=O)NCC1=CC=C(CNC(=O)N2CCN(CC2)C(=O)OC2=CC=C(C=C2)C(C)(C)C2=CC=C(C=C2)OC(=O)N2CCN(CC2)C(NCC2=CC=C(C=C2)CNC(=O)OC(C)(C)C)=O)C=C1 (2,2-bis-{4-[4-(4-tert-butoxycarbonylaminomethylbenzylcarbamoyl)-1-piperazinylcarbonyloxy]-phenyl}propane), solution, Cl (hydrogen chloride). The solvent is O1CCOCC1 (dioxane), O1CCOCC1 (dioxane). Conditions: time 8 hour. Yields the product Cl.Cl.NCC1=CC=C(CNC(=O)N2CCN(CC2)C(=O)OC2=CC=C(C=C2)C(C)(C)C2=CC=C(C=C2)OC(=O)N2CCN(CC2)C(NCC2=CC=C(C=C2)CN)=O)C=C1 (2,2-Bis-{4-[4-(4-aminomethylbenzylcarbamoyl)-1-piperazinylcarbonyloxy]phenyl}propane dihydrochloride). Reaction SMILES: C(OC([NH:8][CH2:9][C:10]1[CH:71]=[CH:70][C:13]([CH2:14][NH:15][C:16]([N:18]2[CH2:23][CH2:22][N:21]([C:24]([O:26][C:27]3[CH:32]=[CH:31][C:30]([C:33]([C:36]4[CH:41]=[CH:40][C:39]([O:42][C:43]([N:45]5[CH2:50][CH2:49][N:48]([C:51](=[O:69])[NH:52][CH2:53][C:54]6[CH:59]=[CH:58][C:57]([CH2:60][NH:61]C(OC(C)(C)C)=O)=[CH:56][CH:55]=6)[CH2:47][CH2:46]5)=[O:44])=[CH:38][CH:37]=4)([CH3:35])[CH3:34])=[CH:29][CH:28]=3)=[O:25])[CH2:20][CH2:19]2)=[O:17])=[CH:12][CH:11]=1)=O)(C)(C)C.[ClH:72]>O1CCOCC1>[ClH:72].[ClH:72].[NH2:8][CH2:9][C:10]1[CH:71]=[CH:70][C:13]([CH2:14][NH:15][C:16]([N:18]2[CH2:19][CH2:20][N:21]([C:24]([O:26][C:27]3[CH:28]=[CH:29][C:30]([C:33]([C:36]4[CH:41]=[CH:40][C:39]([O:42][C:43]([N:45]5[CH2:46][CH2:47][N:48]([C:51](=[O:69])[NH:52][CH2:53][C:54]6[CH:55]=[CH:56][C:57]([CH2:60][NH2:61])=[CH:58][CH:59]=6)[CH2:49][CH2:50]5)=[O:44])=[CH:38][CH:37]=4)([CH3:35])[CH3:34])=[CH:31][CH:32]=3)=[O:25])[CH2:22][CH2:23]2)=[O:17])=[CH:12][CH:11]=1 |f:3.4.5|. Reported procedure: 0.14 g of 2,2-bis-{4-[4-(4-tert-butoxycarbonylaminomethylbenzylcarbamoyl)-1-piperazinylcarbonyloxy]-phenyl}propane is dissolved in 2 ml of abs. dioxane, and 2 ml of an approx. 20% solution of hydrogen chloride in dioxane is added to this solution. The mixture is stirred overnight and the precipitate is filtered off with suction, washed twice with diethyl ether and dried in vacuo. 0.08 g of the title compound, having a m.p. of from 250° C. (decomposition), is obtained.